Dataset: the Open Reaction Database (ORD), a public repository of structured organic reaction records. Task: describe an organic reaction: reactants, conditions, products, and yield The reactants are OCC1=CCCCC1, CCO, [K+], [Mg+2], O=[Mn](=O)(=O)[O-], O=S(=O)([O-])[O-], O. The product is OCC1(O)CCCCC1O. RXN SMILES: [C:13]1([CH2:19][OH:20])=[CH:14][CH2:15][CH2:16][CH2:17][CH2:18]1.[CH3:22][CH2:23][OH:24].[K+:6].[Mg+2:7].[Mn:1]([O-:2])(=[O:3])(=[O:4])=[O:5].[O-:8][S:9](=[O:10])(=[O:11])[O-:12].[OH2:21]>>[OH:8][CH:14]1[C:13]([CH2:19][OH:20])([OH:21])[CH2:18][CH2:17][CH2:16][CH2:15]1. Reactants: C(CC)C=1C=C(C=CC1CCC)C1=NC(=NO1)C1=C2CCN(C2=CC=C1)CC1(COC(OC1)(C)C)NC(OC(C)(C)C)=O (tert-Butyl 5-((4-(5-(3,4-dipropylphenyl)-1,2,4-oxadiazol-3-yl)indolin-1-yl)methyl)-2,2-dimethyl-1,3-dioxan-5-ylcarbamate), C(C)OC=1C=C(C=CC1OCC)C1=NC(=NO1)C1=C2CCN(C2=CC=C1)CC1(COC(OC1)(C)C)NC(OC(C)(C)C)=O (tert-butyl 5-((4-(5-(3,4-diethoxyphenyl)-1,2,4-oxadiazol-3-yl)indolin-1-yl)methyl)-2,2-dimethyl-1,3-dioxan-5-ylcarbamate). Product: NC(CO)(CO)CN1CCC2=C(C=CC=C12)C1=NOC(=N1)C1=CC(=C(C=C1)CCC)CCC (2-Amino-2-((4-(5-(3,4-dipropylphenyl)-1,2,4-oxadiazol-3-yl)indolin-1-yl)methyl)propane-1,3-diol). Isolated yield 80.0%. RXN SMILES: [CH2:1]([C:4]1[CH:5]=[C:6]([C:13]2[O:17][N:16]=[C:15]([C:18]3[CH:26]=[CH:25][CH:24]=[C:23]4[C:19]=3[CH2:20][CH2:21][N:22]4[CH2:27][C:28]3([NH:36]C(=O)OC(C)(C)C)[CH2:33][O:32]C(C)(C)[O:30][CH2:29]3)[N:14]=2)[CH:7]=[CH:8][C:9]=1[CH2:10][CH2:11][CH3:12])[CH2:2][CH3:3].C(OC1C=C(C2ON=C(C3C=CC=C4C=3CCN4CC3(NC(=O)OC(C)(C)C)COC(C)(C)OC3)N=2)C=CC=1OCC)C>>[NH2:36][C:28]([CH2:27][N:22]1[C:23]2[C:19](=[C:18]([C:15]3[N:14]=[C:13]([C:6]4[CH:7]=[CH:8][C:9]([CH2:10][CH2:11][CH3:12])=[C:4]([CH2:1][CH2:2][CH3:3])[CH:5]=4)[O:17][N:16]=3)[CH:26]=[CH:25][CH:24]=2)[CH2:20][CH2:21]1)([CH2:33][OH:32])[CH2:29][OH:30]. Procedure details: When the product of Step F was substituted for tert-butyl 5-((4-(5-(3,4-diethoxyphenyl)-1,2,4-oxadiazol-3-yl)indolin-1-yl)methyl)-2,2-dimethyl-1,3-dioxan-5-ylcarbamate in Example 34, Step E, the identical process afforded the title compound in 80% yield, as a creamy solid. 1H-NMR (DMSO-d6) 0.94-0.97 (m, 6H); 1.33 (s, 2H); 1.53-1.62 (m, 4H); 2.61-2.68 (m, 4H); 2.98 (s, 2H); 3.2-3.3 (m, 6H, +H2O); 3.54 (tr, 2H, J=9 Hz); 4.55 (m, 2H); 6.77 (d, 1H, J=6 Hz); 7.1-7.16 (m, 1H); 7.25 (d, 1H, J=6 Hz); 7....